Dataset: the Open Reaction Database (ORD), a public repository of structured organic reaction records. Task: describe an organic reaction: reactants, conditions, products, and yield Starting materials: C(=O)([O-])[O-].[K+].[K+] (K2CO3), ClC1=CC=C(C=C1)C1=C(C=2N(C=N1)C(NN2)=O)C2=CC=CC=C2 (7-(4-chlorophenyl)-8-phenyl-[1,2,4]triazolo[4,3-c]pyrimidin-3(2H)-one), ClC1=CC=C(C=C1)C1=C(C(=NC=N1)NNC(=O)OC(Cl)(Cl)Cl)C1=CC=CC=C1 (trichloromethyl 2-(6-(4-chlorophenyl)-5-phenylpyrimidin-4-yl)hydrazinecarboxylate), BrCC1=CC=C(C=C1)C(F)(F)F (1-(bromomethyl)-4-(trifluoromethyl)benzene). The solvent is CC(=O)C (acetone). Run at temperature 60 celsius. Yields the product FC(C1=CC=C(CN2N=C3N(C=NC(=C3C3=CC=CC=C3)C3=CC=C(C=C3)Cl)C2=O)C=C1)(F)F (2-(4-(trifluoromethyl)benzyl)-7-(4-chlorophenyl)-8-phenyl-[1,2,4]triazolo[4,3-c]pyrimidin-3(2H)-one). Reaction SMILES: [Cl:1][C:2]1[CH:7]=[CH:6][C:5]([C:8]2[N:13]=[CH:12][N:11]3[C:14](=[O:17])[NH:15][N:16]=[C:10]3[C:9]=2[C:18]2[CH:23]=[CH:22][CH:21]=[CH:20][CH:19]=2)=[CH:4][CH:3]=1.ClC1C=CC(C2N=CN=C(NNC(OC(Cl)(Cl)Cl)=O)C=2C2C=CC=CC=2)=CC=1.Br[CH2:53][C:54]1[CH:59]=[CH:58][C:57]([C:60]([F:63])([F:62])[F:61])=[CH:56][CH:55]=1.C([O-])([O-])=O.[K+].[K+]>CC(C)=O>[F:61][C:60]([F:62])([F:63])[C:57]1[CH:58]=[CH:59][C:54]([CH2:53][N:15]2[C:14](=[O:17])[N:11]3[CH:12]=[N:13][C:8]([C:5]4[CH:4]=[CH:3][C:2]([Cl:1])=[CH:7][CH:6]=4)=[C:9]([C:18]4[CH:23]=[CH:22][CH:21]=[CH:20][CH:19]=4)[C:10]3=[N:16]2)=[CH:55][CH:56]=1 |f:3.4.5|. Procedure: To a stirred solution of 7-(4-chlorophenyl)-8-phenyl-[1,2,4]triazolo[4,3-c]pyrimidin-3(2H)-one and/or trichloromethyl 2-(6-(4-chlorophenyl)-5-phenylpyrimidin-4-yl)hydrazinecarboxylate (16.0 mg, 0.05 mmol) in acetone (5 mL) at room temperature under argon was added 1-(bromomethyl)-4-(trifluoromethyl)benzene (23.9 mg, 0.10 mmol), followed by K2CO3 (13.8 mg, 0.10 mmol). The resulting mixture was heated at 60° C. for 24 h. Insoluble material was filtered and rinsed with CH2Cl2. The filtrate was conc... As a reaction SMILES: [CH3:1][c:2]1[cH:3][n+:4]([O-:8])[cH:5][cH:6][cH:7]1.[CH3:9][N:10]([C:11](=[O:12])[Cl:13])[CH3:14]>>[CH3:1][c:2]1[cH:3][n+:4]([O:8][C:11]([N:10]([CH3:9])[CH3:14])=[O:12])[cH:5][cH:6][cH:7]1.[Cl-:13]. The product is Cc1ccc[n+](OC(=O)N(C)C)c1, [Cl-]. Reactants: Cc1ccc[n+]([O-])c1, CN(C)C(=O)Cl.